From a dataset of the Open Reaction Database (ORD), a public repository of structured organic reaction records. describe an organic reaction: reactants, conditions, products, and yield Starting materials: O=C=Nc1ccccc1Br, CC(C)(C)OC(=O)N1CCC(O)CC1, CN(C)C=O. Yields the product CC(C)(C)OC(=O)N1CCC(OC(=O)Nc2ccccc2Br)CC1. RXN SMILES: [Br:1][c:2]1[c:3]([N:8]=[C:9]=[O:10])[cH:4][cH:5][cH:6][cH:7]1.[C:11]([CH3:12])([CH3:13])([CH3:14])[O:15][C:16](=[O:17])[N:18]1[CH2:19][CH2:20][CH:21]([OH:24])[CH2:22][CH2:23]1.[CH3:25][N:26]([CH3:27])[CH:28]=[O:29]>>[Br:1][c:2]1[c:3]([NH:8][C:9](=[O:10])[O:24][CH:21]2[CH2:20][CH2:19][N:18]([C:16]([O:15][C:11]([CH3:12])([CH3:13])[CH3:14])=[O:17])[CH2:23][CH2:22]2)[cH:4][cH:5][cH:6][cH:7]1. The reactants are C(CCCCCCCCC)(=O)O (decanoic acid), C(C)O (ethanol), C([O-])([O-])=O.[Ca+2] (calcium carbonate). Solvent: O (Water), O (water), O (water), O (water). Reaction conditions: time 5 minute. Product: C(CCCCCCCCC)(=O)[O-].[Ca+2].C(CCCCCCCCC)(=O)[O-] (Calcium Decanoate). RXN SMILES: [C:1]([OH:12])(=[O:11])[CH2:2][CH2:3][CH2:4][CH2:5][CH2:6][CH2:7][CH2:8][CH2:9][CH3:10].C(O)C.C(=O)([O-])[O-].[Ca+2:20]>O>[C:1]([O-:12])(=[O:11])[CH2:2][CH2:3][CH2:4][CH2:5][CH2:6][CH2:7][CH2:8][CH2:9][CH3:10].[Ca+2:20].[C:1]([O-:12])(=[O:11])[CH2:2][CH2:3][CH2:4][CH2:5][CH2:6][CH2:7][CH2:8][CH2:9][CH3:10] |f:2.3,5.6.7|. Procedure: To a one-liter three-necked flask equipped with a thermometer, mechanical stirrer, and a reflux condenser, were added decanoic acid (20.0 g, 116 mmole) and absolute ethanol (0.19 L). The mixture was stirred vigorously for 5 minutes. The clear solution was then diluted with water (30 ml). Solid calcium carbonate (5.5 g, 55 mmole) was added in one portion and the resulting white suspension heated under reflux for 12 days. Water (10 ml) was added to the reaction each day except the last one. On the...